This data is from the Open Reaction Database (ORD), a public repository of structured organic reaction records. The task is: describe an organic reaction: reactants, conditions, products, and yield The reactants are FC(\C(=C/C(=O)O)\C)(F)F (3-trifluoromethylcrotonic acid), N (ammonia). Solvent: [OH-].[NH4+] (ammonium hydroxide). The product is NC(CC(=O)O)(C)C(F)(F)F (3-amino-3-trifluoromethylbutyric acid). Reaction SMILES: [F:1][C:2]([F:10])([F:9])/[C:3](/[CH3:8])=[CH:4]\[C:5]([OH:7])=[O:6].[NH3:11]>[OH-].[NH4+]>[NH2:11][C:3]([C:2]([F:10])([F:9])[F:1])([CH3:8])[CH2:4][C:5]([OH:7])=[O:6] |f:2.3|. Procedure details: A solution of 3-trifluoromethylcrotonic acid (10 g) and liquid ammonia (23 ml) in ammonium hydroxide (27 ml sd=0.88) was heated in a closed steel vessel at 148°-152° C. for 16 hours evaporation of the cooled solution gave 3-amino-3-trifluoromethylbutyric acid (10.2 g), as a viscous colourless oil. ##STR6## Reaction SMILES: [CH3:1][SiH:2]([CH3:14])[NH:3][CH2:4][CH:5]=[CH:6]CC1C=CC=CC=1.[C:15]1([CH3:21])[CH:20]=[CH:19][CH:18]=[CH:17][CH:16]=1>>[CH2:21]([N:3]1[CH2:4][CH2:5][CH2:6][Si:2]1([CH3:14])[CH3:1])[C:15]1[CH:20]=[CH:19][CH:18]=[CH:17][CH:16]=1. Procedure details: Into a glass tube with an outside diameter of 10 mm and a length of 10 cm were introduced 5 mg ((1,5-cyclooctadiene)RhCl)2 and 2 mL of a mixture of 1 part N-dimethylsilyl-N-benzylallylamine and 2 parts toluene, and the tube was sealed. After this had been left quiescent for 30 minutes at room temperature, the conversion of N-dimethylsilyl-N-benzylallylamine was 100 weight %. 1-Benzyl-2,2-dimethyl-1-aza-2-silacyclopentane was obtained in a yield of 96%. No production of 1-benzyl-2,2,3-trimethyl-1... Yield: 96.0%. Reactants: C[SiH](NCC=CCC1=CC=CC=C1)C (N-dimethylsilyl-N-benzylallylamine), ((1,5-cyclooctadiene)RhCl)2, mixture, C[SiH](NCC=CCC1=CC=CC=C1)C (N-dimethylsilyl-N-benzylallylamine), C1(=CC=CC=C1)C (toluene). Product: C(C1=CC=CC=C1)N1[Si](CCC1)(C)C (1-Benzyl-2,2-dimethyl-1-aza-2-silacyclopentane). Run at time 30 minute.